Dataset: the Open Reaction Database (ORD), a public repository of structured organic reaction records. Task: describe an organic reaction: reactants, conditions, products, and yield Yields the product BrC1=C(C=CC=2N=C(SC21)N[C@H]2[C@@H](CCCC2)O)OC2=CC(=NC=C2)C(=O)NC (4-(7-bromo-2-((1R,2R)-2-hydroxycyclohexylamino)benzo[d]thiazol-6-yloxy)-N-methylpicolinamide). Reported procedure: To the solution of 7-bromo-2-((1R,2R)-2-hydroxycyclohexylamino)benzo[d]thiazol-6-ol (50 mg, 0.145 mmol, 1.0 eq) in 1 mL of NMP was added 4-chloro-N-methylpicolinamide (29 mg, 0.174 mmol, 1.2 eq) and cesium carbonate (165 mg, 0.507 mmol, 3.5 eq) at room temperature. The reaction mixture was stirred at 80° C. for ca. 12 hours, thereafter the mixture was purified on the reverse phase HPLC. LC/MS (m/z) [479.0] (MH+) Run at temperature 80 celsius, time 12 hour. Starting materials: BrC1=C(C=CC=2N=C(SC21)N[C@H]2[C@@H](CCCC2)O)O (7-bromo-2-((1R,2R)-2-hydroxycyclohexylamino)benzo[d]thiazol-6-ol), ClC1=CC(=NC=C1)C(=O)NC (4-chloro-N-methylpicolinamide), C([O-])([O-])=O.[Cs+].[Cs+] (cesium carbonate). The solvent is CN1CCCC1=O (NMP). As a reaction SMILES: [Br:1][C:2]1[C:10]2[S:9][C:8]([NH:11][C@@H:12]3[CH2:17][CH2:16][CH2:15][CH2:14][C@H:13]3[OH:18])=[N:7][C:6]=2[CH:5]=[CH:4][C:3]=1[OH:19].Cl[C:21]1[CH:26]=[CH:25][N:24]=[C:23]([C:27]([NH:29][CH3:30])=[O:28])[CH:22]=1.C(=O)([O-])[O-].[Cs+].[Cs+]>CN1C(=O)CCC1>[Br:1][C:2]1[C:10]2[S:9][C:8]([NH:11][C@@H:12]3[CH2:17][CH2:16][CH2:15][CH2:14][C@H:13]3[OH:18])=[N:7][C:6]=2[CH:5]=[CH:4][C:3]=1[O:19][C:21]1[CH:26]=[CH:25][N:24]=[C:23]([C:27]([NH:29][CH3:30])=[O:28])[CH:22]=1 |f:2.3.4|. RXN SMILES: C[Al](C)C.Cl.[CH3:6][NH:7][O:8][CH3:9].[CH2:10]([C:13]1[N:14]([CH2:26][CH2:27][CH2:28][C:29](OCC)=[O:30])[C:15]2[C:24]3[CH:23]=[CH:22][CH:21]=[CH:20][C:19]=3[N:18]=[CH:17][C:16]=2[N:25]=1)[CH2:11][CH3:12]>C1(C)C=CC=CC=1.ClCCl>[CH3:9][O:8][N:7]([CH3:6])[C:29](=[O:30])[CH2:28][CH2:27][CH2:26][N:14]1[C:15]2[C:24]3[CH:23]=[CH:22][CH:21]=[CH:20][C:19]=3[N:18]=[CH:17][C:16]=2[N:25]=[C:13]1[CH2:10][CH2:11][CH3:12] |f:1.2|. Isolated yield 98.6%. The reactants are C(CC)C=1N(C2=C(C=NC=3C=CC=CC23)N1)CCCC(=O)OCC (ethyl 4-(2-propyl-1H-imidazo[4,5-c]quinolin-1-yl)butyrate), C[Al](C)C (trimethylaluminum), solution, Cl.CNOC (N,O-dimethylhydroxylamine hydrochloride). Reaction conditions: time 15 minute. Product: CON(C(CCCN1C(=NC=2C=NC=3C=CC=CC3C21)CCC)=O)C (N-methoxy-N-methyl-4-(2-propyl-1H-imidazo[4,5-c]quinolin-1-yl)butyramide). Procedure: A solution of trimethylaluminum in toluene (80 mL of a 2 M solution, 160 mmol) was added dropwise to a stirred suspension of N,O-dimethylhydroxylamine hydrochloride (15.6 g, 160 mmol) in dichloromethane (150 mL) at 0° C. After 15 minutes, the reaction flask was removed from bath and the solution stirred for 15 minutes at room temperature. The flask was then cooled in ice bath, and a solution of ethyl 4-(2-propyl-1H-imidazo[4,5-c]quinolin-1-yl)butyrate (34.7 g, 107 mmol) in dichloromethane (100 m... Run in ClCCl (dichloromethane), C1(=CC=CC=C1)C (toluene), ClCCl (dichloromethane). Reactants: [Br-], BrCCBr, O=C([O-])[O-], O=C(CC(c1ccc(O)cc1)c1ccon1)N1C(=O)OCC1Cc1ccccc1, CCCC[N+](CCCC)(CCCC)CCCC, [K+], [K+], O. Yields the product O=C(CC(c1ccc(OCCBr)cc1)c1ccon1)N1C(=O)OCC1Cc1ccccc1. As a reaction SMILES: [Br-:40].[Br:30][CH2:31][CH2:32][Br:33].[C:34](=[O:35])([O-:36])[O-:37].[CH2:1]([c:2]1[cH:3][cH:4][cH:5][cH:6][cH:7]1)[CH:8]1[N:9]([C:14]([CH2:15][CH:16]([c:17]2[n:18][o:19][cH:20][cH:21]2)[c:22]2[cH:23][cH:24][c:25]([OH:28])[cH:26][cH:27]2)=[O:29])[C:10](=[O:13])[O:11][CH2:12]1.[CH3:41][CH2:42][CH2:43][CH2:44][N+:45]([CH2:46][CH2:47][CH2:48][CH3:49])([CH2:50][CH2:51][CH2:52][CH3:53])[CH2:54][CH2:55][CH2:56][CH3:57].[K+:38].[K+:39].[OH2:58]>>[CH2:1]([c:2]1[cH:3][cH:4][cH:5][cH:6][cH:7]1)[CH:8]1[N:9]([C:14]([CH2:15][CH:16]([c:17]2[n:18][o:19][cH:20][cH:21]2)[c:22]2[cH:23][cH:24][c:25]([O:28][CH2:32][CH2:31][Br:30])[cH:26][cH:27]2)=[O:29])[C:10](=[O:13])[O:11][CH2:12]1.